Dataset: the Open Reaction Database (ORD), a public repository of structured organic reaction records. Task: describe an organic reaction: reactants, conditions, products, and yield Starting materials: C1CCOC1, Cc1cccc2c1C(C(=O)O)c1ccccc1-2. Product: Cc1cccc2c1C(CO)c1ccccc1-2. As a reaction SMILES: [CH2:18]1[O:19][CH2:20][CH2:21][CH2:22]1.[CH3:1][c:2]1[cH:3][cH:4][cH:5][c:6]2[c:14]1[CH:13]([C:15](=[O:16])[OH:17])[c:12]1[c:7]-2[cH:8][cH:9][cH:10][cH:11]1>>[CH3:1][c:2]1[cH:3][cH:4][cH:5][c:6]2[c:14]1[CH:13]([CH2:15][OH:16])[c:12]1[c:7]-2[cH:8][cH:9][cH:10][cH:11]1. Reactants: BrCCCN1CCCC1 (1-(3-bromopropyl)pyrrolidine), Cl.ClC1=CC=C(C=C1)NN (4-chlorophenylhydrazine hydrochloride), CN1CCC(CC1)=O (N-methyl-4-piperidone). The solvent is C(C)N(CC)CC (triethylamine). The product is ClC1=CC=2C3=C(N(C2C=C1)CCCN1CCCC1)CCN(C3)C (8-chloro-2,3,4,5-tetrahydro-2-methyl-5-(3-(pyrrolidin-1-yl)propyl)-1H-pyrido[4,3-b]indole). As a reaction SMILES: Br[CH2:2][CH2:3][CH2:4][N:5]1[CH2:9][CH2:8][CH2:7][CH2:6]1.Cl.[Cl:11][C:12]1[CH:17]=[CH:16][C:15]([NH:18]N)=[CH:14][CH:13]=1.[CH3:20][N:21]1[CH2:26][CH2:25][C:24](=O)[CH2:23][CH2:22]1>C(N(CC)CC)C>[Cl:11][C:12]1[CH:17]=[CH:16][C:15]2[N:18]([CH2:2][CH2:3][CH2:4][N:5]3[CH2:9][CH2:8][CH2:7][CH2:6]3)[C:24]3[CH2:25][CH2:26][N:21]([CH3:20])[CH2:22][C:23]=3[C:14]=2[CH:13]=1 |f:1.2|. Procedure: The title compound is prepared by following Method 8 by using 1-(3-bromopropyl)pyrrolidine, 4-chlorophenylhydrazine hydrochloride, triethylamine and N-methyl-4-piperidone Reactants: CN(C(C1=C(C=CC(=C1)Cl)N)=O)OC (N-methyl-N-methyloxy-2-amino-5-chlorobenzamide), BrC=1C=C(C=CC1)C1OCCO1 (2-(3-bromophenyl)-1,3-dioxolane), CCCCCC (hexane), C(CCC)[Li] (n-butyl lithium). The solvent is C(C)OC(C)=O (acetic acid ethyl ester), O (water), O1CCCC1 (tetrahydrofuran). The product is NC1=C(C(=O)C=2C=C(C=CC2)C2OCCO2)C=C(C=C1)Cl (3-(2-amino-5-chlorobenzoyl)phenyl-1,3-dioxolane). The yield is 57.5%. RXN SMILES: CN(OC)[C:3](=[O:12])[C:4]1[CH:9]=[C:8]([Cl:10])[CH:7]=[CH:6][C:5]=1[NH2:11].Br[C:16]1[CH:17]=[C:18]([CH:22]2[O:26][CH2:25][CH2:24][O:23]2)[CH:19]=[CH:20][CH:21]=1.CCCCCC.C([Li])CCC>O1CCCC1.C(OC(=O)C)C.O>[NH2:11][C:5]1[CH:6]=[CH:7][C:8]([Cl:10])=[CH:9][C:4]=1[C:3]([C:20]1[CH:19]=[C:18]([CH:22]2[O:23][CH2:24][CH2:25][O:26]2)[CH:17]=[CH:16][CH:21]=1)=[O:12]. Procedure details: A solution of N-methyl-N-methyloxy-2-amino-5-chlorobenzamide (2 g) and 2-(3-bromophenyl)-1,3-dioxolane (2.1 g) in tetrahydrofuran (65 ml) was cooled to −78° C. To the solution was added dropwise gradually a hexane solution of n-butyl lithium (1.6 mol/L)(11.6 ml). To the mixture were added water (300 ml) and acetic acid ethyl ester (50 ml). The organic layer was washed with water and dried over anhydrous Na2SO4, then the solvent was distilled off. The residue was purified by means of a silica gel... Starting materials: C([O-])([O-])=O.[K+].[K+] (potassium carbonate), C1(=CC=CC=C1)S (benzenethiol), C(C)OC1=CC(=C(CN2N=C(C3=C2CCC3)C3=NC=C(C(=N3)NC3=CC=NC=C3)OC)C(=C1)F)F (2-[1-(4-ethoxy-2,6-difluorobenzyl)-1,4,5,6-tetrahydrocyclopenta[c]-pyrazol-3-yl]-5-methoxy-N-(pyridin-4-yl)pyrimidin-4-amine). Run in CN1C(CCC1)=O (1-methylpyrrolidin-2-one). Reaction conditions: temperature 150 celsius, time 1 hour. The product is C(C)OC1=CC(=C(CN2N=C(C3=C2CCC3)C3=NC=C(C(=N3)NC3=CC=NC=C3)O)C(=C1)F)F (2-[1-(4-ethoxy-2,6-difluorobenzyl)-1,4,5,6-tetrahydrocyclopenta-[c]pyrazol-3-yl]-4-(pyridin-4-ylamino)pyrimidin-5-ol). As a reaction SMILES: [CH2:1]([O:3][C:4]1[CH:33]=[C:32]([F:34])[C:7]([CH2:8][N:9]2[C:13]3[CH2:14][CH2:15][CH2:16][C:12]=3[C:11]([C:17]3[N:22]=[C:21]([NH:23][C:24]4[CH:29]=[CH:28][N:27]=[CH:26][CH:25]=4)[C:20]([O:30]C)=[CH:19][N:18]=3)=[N:10]2)=[C:6]([F:35])[CH:5]=1)[CH3:2].C(=O)([O-])[O-].[K+].[K+].C1(S)C=CC=CC=1>CN1CCCC1=O>[CH2:1]([O:3][C:4]1[CH:5]=[C:6]([F:35])[C:7]([CH2:8][N:9]2[C:13]3[CH2:14][CH2:15][CH2:16][C:12]=3[C:11]([C:17]3[N:22]=[C:21]([NH:23][C:24]4[CH:25]=[CH:26][N:27]=[CH:28][CH:29]=4)[C:20]([OH:30])=[CH:19][N:18]=3)=[N:10]2)=[C:32]([F:34])[CH:33]=1)[CH3:2] |f:1.2.3|. Reported procedure: 461 mg of 2-[1-(4-ethoxy-2,6-difluorobenzyl)-1,4,5,6-tetrahydrocyclopenta[c]-pyrazol-3-yl]-5-methoxy-N-(pyridin-4-yl)pyrimidin-4-amine 2-1-1 (0.964 mmol, 1.00 eq.) were dissolved in 42 mL of dry 1-methylpyrrolidin-2-one. 51 mg of potassium carbonate (0.366 mmol, 0.38 eq.) and 150 μL benzenethiol (1.45 mmol, 1.5 eq.) were added. The mixture was stirred for 1 h at 150° C. bath temperature. The reaction mixture was partitioned between aqueous half saturated ammonium chloride solution and DCM/isopro... Starting materials: Cc1ccccc1, O=CO, CC(C)(C)c1cc(N)n[nH]1. Yields the product CC(C)(C)c1cc(NC=O)n[nH]1. Reaction SMILES: [CH3:14][c:15]1[cH:16][cH:17][cH:18][cH:19][cH:20]1.[CH:11](=[O:12])[OH:13].[NH2:1][c:2]1[n:3][nH:4][c:5]([C:7]([CH3:8])([CH3:9])[CH3:10])[cH:6]1>>[NH:1]([c:2]1[n:3][nH:4][c:5]([C:7]([CH3:8])([CH3:9])[CH3:10])[cH:6]1)[CH:11]=[O:12]. Reactants: S1C=CC=C1 (Thiophene), Stannic Chloride, Cl (hydrochloric acid), C(CCCCC)(=O)Cl (hexanoyl chloride), Stannic Chloride. The solvent is O (water). Conditions: temperature 0 celsius, time 8 hour. Yields the product C(CCCCC)(=O)C=1SC=CC1 (2-hexanoylthiophene). Isolated yield 93.8%. As a reaction SMILES: [S:1]1[CH:5]=[CH:4][CH:3]=[CH:2]1.[C:6](Cl)(=[O:12])[CH2:7][CH2:8][CH2:9][CH2:10][CH3:11].Cl>O>[C:6]([C:2]1[S:1][CH:5]=[CH:4][CH:3]=1)(=[O:12])[CH2:7][CH2:8][CH2:9][CH2:10][CH3:11]. Reported procedure: Thiophene (0.9 g, 10.7 mmol) and hexanoyl chloride (1.52 g, 11.3 mmol), both of which were obtained from Aldrich and used without further purification, were dissolved in benzene (20 mL) and cooled to 0° C. under argon. Stannic Chloride (10.7 mL, 10.7 mmol, 1 M solution in dichloromethane) was added dropwise and the resulting solution was stirred overnight. (Upon addition of the Stannic Chloride, the color changed from colorless to red.) After stirring overnight, 20 mL of a 50:50 mixture of conce... The reactants are C1(=C(C=CC=C1)OC=1C=CC=C2CCC(OC12)=O)C (8-(o-tolyloxy)chroman-2-one), [OH-].[K+] (potassium hydroxide). Run in CO (methanol). Yields the product OC1=C(C=CC=C1OC1=C(C=CC=C1)C)CCC(=O)O (3-[2-hydroxy-3-(o-tolyloxy)phenyl]propionic acid). The yield is 17.3%. RXN SMILES: [C:1]1([CH3:19])[CH:6]=[CH:5][CH:4]=[CH:3][C:2]=1[O:7][C:8]1[CH:9]=[CH:10][CH:11]=[C:12]2[C:17]=1[O:16][C:15](=[O:18])[CH2:14][CH2:13]2.[OH-:20].[K+]>CO>[OH:16][C:17]1[C:8]([O:7][C:2]2[CH:3]=[CH:4][CH:5]=[CH:6][C:1]=2[CH3:19])=[CH:9][CH:10]=[CH:11][C:12]=1[CH2:13][CH2:14][C:15]([OH:20])=[O:18] |f:1.2|. Procedure details: A mixture of 8-(o-tolyloxy)chroman-2-one (5.4 g) and potassium hydroxide (2 g) in methanol (50 ml) was refluxed under heating for 30 minutes. After cooling, the reaction mixture was evaporated, and the oily residue was dissolved in water, washed with diethyl ether, acidified with conc. hydrochloric acid and then extracted with diethyl ether. The extract was washed with water, dried over magnesium sulfate and evaporated. The residue was recrystallized twice from a mixture of ethyl acetate and n-h... RXN SMILES: CN(C)[C:3]1[CH:8]=[CH:7][C:6]([CH:9]2[CH2:14][C:13](=[O:15])[CH2:12][C:11](=O)[CH2:10]2)=C[CH:4]=1.C([O-])(=O)C.[NH4+:22]>>[NH2:22][C:11]1[CH2:10][C:9]2([CH2:4][CH2:3][CH2:8][CH2:7][CH2:6]2)[CH2:14][C:13](=[O:15])[CH:12]=1 |f:1.2|. The reactants are CN(C1=CC=C(C=C1)C1CC(CC(C1)=O)=O)C (5-(4-dimethylamino-phenyl)-cyclohexane-1,3-dione), C(C)(=O)[O-].[NH4+] (ammonium acetate). Yields the product NC1=CC(CC2(C1)CCCCC2)=O (4-Amino-spiro[5.5]undec-3-en-2-one). Procedure details: In analogy to (Baraldi, P. G.; Simoni, D.; Manfredini, S.; Synthesis 1983, (11) 902-903) spiro[5.5]undecane-2,4-dione was reacted with ammonium acetate to give the title compound as a colorless solid. The reactants are Cl (HCl), S(=O)(Cl)Cl (thionyl chloride), N1=CC=CC=C1 (pyridine), C(C)(C)(C)OC(NC(CO)(C)C1=NC(=CC=C1)Br)=O ([1-(6-bromo-pyridin-2-yl)-2-hydroxy-1-methyl-ethyl]-carbamic acid tert-butyl ester). Solvent: C(Cl)Cl (DCM), C(Cl)Cl (DCM). Conditions: time 1 hour. Yields the product C(C)(C)(C)OC(=O)N1S(OCC1(C)C1=NC(=CC=C1)Br)=O (4-(6-Bromo-pyridin-2-yl)-4-methyl-2-oxo-2lambda*4*-[1,2,3]oxathiazolidine-3-carboxylic acid tert-butyl ester). Reaction SMILES: [S:1](Cl)(Cl)=[O:2].N1C=CC=CC=1.[C:11]([O:15][C:16](=[O:29])[NH:17][C:18]([C:22]1[CH:27]=[CH:26][CH:25]=[C:24]([Br:28])[N:23]=1)([CH3:21])[CH2:19][OH:20])([CH3:14])([CH3:13])[CH3:12].Cl>C(Cl)Cl>[C:11]([O:15][C:16]([N:17]1[C:18]([C:22]2[CH:27]=[CH:26][CH:25]=[C:24]([Br:28])[N:23]=2)([CH3:21])[CH2:19][O:20][S:1]1=[O:2])=[O:29])([CH3:12])([CH3:13])[CH3:14]. Procedure details: To an at 0° C. precooled solution of thionyl chloride (3.42 ml, 5.57 g, 46.8 mmol) in pyridine (9.46 ml, 9.25 g, 117.0 mmol) was added dropwise a solution of [1-(6-bromo-pyridin-2-yl)-2-hydroxy-1-methyl-ethyl]-carbamic acid tert-butyl ester (see Example 1 step d), 7.75 g, 23.4 mmol) in DCM (230 ml). The reaction mixture was allowed to stir for 1 h at rt, then 0.5 N aq. HCl and DCM were added, the phases were separated and the aq. phase was twice reextracted with DCM. The combined org. phases wer... Starting materials: CC(C)(C)OC(=O)NCC(Cc1ccccc1C(F)(F)F)NC(=O)c1cc(Br)c(Cl)s1, Cn1nccc1B1OCC(C)(C)CO1, [K+], [K+], O=C([O-])[O-], C1COCCO1, O. Product: Cn1nccc1-c1cc(C(=O)NC(CNC(=O)OC(C)(C)C)Cc2ccccc2C(F)(F)F)sc1Cl. Reaction SMILES: [Br:1][c:2]1[cH:3][c:4]([C:8](=[O:9])[NH:10][CH:11]([CH2:12][NH:13][C:14]([O:15][C:16]([CH3:17])([CH3:18])[CH3:19])=[O:20])[CH2:21][c:22]2[c:23]([C:28]([F:29])([F:30])[F:31])[cH:24][cH:25][cH:26][cH:27]2)[s:5][c:6]1[Cl:7].[CH3:38][C:39]1([CH3:40])[CH2:41][O:42][B:43]([c:45]2[cH:46][cH:47][n:48][n:49]2[CH3:50])[O:44][CH2:51]1.[K+:32].[K+:33].[O-:34][C:35]([O-:36])=[O:37].[O:52]1[CH2:53][CH2:54][O:55][CH2:56][CH2:57]1.[OH2:58]>>[c:2]1(-[c:45]2[cH:46][cH:47][n:48][n:49]2[CH3:50])[cH:3][c:4]([C:8](=[O:9])[NH:10][CH:11]([CH2:12][NH:13][C:14]([O:15][C:16]([CH3:17])([CH3:18])[CH3:19])=[O:20])[CH2:21][c:22]2[c:23]([C:28]([F:29])([F:30])[F:31])[cH:24][cH:25][cH:26][cH:27]2)[s:5][c:6]1[Cl:7].